Dataset: the Open Reaction Database (ORD), a public repository of structured organic reaction records. Task: describe an organic reaction: reactants, conditions, products, and yield Starting materials: CN1CCN(c2cncc(Br)c2)CC1, C1COCCO1, c1ccc(P(c2ccccc2)(c2ccccc2)[Pd](P(c2ccccc2)(c2ccccc2)c2ccccc2)(P(c2ccccc2)(c2ccccc2)c2ccccc2)P(c2ccccc2)(c2ccccc2)c2ccccc2)cc1, CCCC[Sn](CCCC)(CCCC)c1cccs1. The product is CN1CCN(c2cncc(-c3cccs3)c2)CC1. Reaction SMILES: [Br:1][c:2]1[cH:3][c:4]([N:8]2[CH2:9][CH2:10][N:11]([CH3:14])[CH2:12][CH2:13]2)[cH:5][n:6][cH:7]1.[O:110]1[CH2:111][CH2:112][O:113][CH2:114][CH2:115]1.[cH:33]1[cH:34][cH:35][c:36]([P:37]([Pd:38]([P:39]([c:40]2[cH:41][cH:42][cH:43][cH:44][cH:45]2)([c:46]2[cH:47][cH:48][cH:49][cH:50][cH:51]2)[c:52]2[cH:53][cH:54][cH:55][cH:56][cH:57]2)([P:58]([c:59]2[cH:60][cH:61][cH:62][cH:63][cH:64]2)([c:65]2[cH:66][cH:67][cH:68][cH:69][cH:70]2)[c:71]2[cH:72][cH:73][cH:74][cH:75][cH:76]2)[P:77]([c:78]2[cH:79][cH:80][cH:81][cH:82][cH:83]2)([c:84]2[cH:85][cH:86][cH:87][cH:88][cH:89]2)[c:90]2[cH:91][cH:92][cH:93][cH:94][cH:95]2)([c:96]2[cH:97][cH:98][cH:99][cH:100][cH:101]2)[c:102]2[cH:103][cH:104][cH:105][cH:106][cH:107]2)[cH:108][cH:109]1.[s:15]1[c:16]([Sn:20]([CH2:21][CH2:22][CH2:23][CH3:24])([CH2:25][CH2:26][CH2:27][CH3:28])[CH2:29][CH2:30][CH2:31][CH3:32])[cH:17][cH:18][cH:19]1>>[c:2]1(-[c:16]2[s:15][cH:19][cH:18][cH:17]2)[cH:3][c:4]([N:8]2[CH2:9][CH2:10][N:11]([CH3:14])[CH2:12][CH2:13]2)[cH:5][n:6][cH:7]1.